describe an organic reaction: reactants, conditions, products, and yield From a dataset of the Open Reaction Database (ORD), a public repository of structured organic reaction records. The reactants are COB(OC)OC, NC(C1CCCCC1)C(O)(c1ccccc1)c1ccccc1, C1CCOC1. Yields the product COB1NC(C2CCCCC2)C(c2ccccc2)(c2ccccc2)O1. As a reaction SMILES: [CH3:23][O:24][B:25]([O:26][CH3:27])[O:28][CH3:29].[NH2:1][CH:2]([C:3]([OH:4])([c:5]1[cH:6][cH:7][cH:8][cH:9][cH:10]1)[c:11]1[cH:12][cH:13][cH:14][cH:15][cH:16]1)[CH:17]1[CH2:18][CH2:19][CH2:20][CH2:21][CH2:22]1.[O:30]1[CH2:31][CH2:32][CH2:33][CH2:34]1>>[NH:1]1[CH:2]([CH:17]2[CH2:18][CH2:19][CH2:20][CH2:21][CH2:22]2)[C:3]([c:5]2[cH:6][cH:7][cH:8][cH:9][cH:10]2)([c:11]2[cH:12][cH:13][cH:14][cH:15][cH:16]2)[O:4][B:25]1[O:24][CH3:23]. Reactants: material, [F-].[NH4+] (ammonium fluoride), CC1=C(C(=O)O)C=CC=C1 (2-methylbenzoic acid), C(C)(=O)OCC.CCCCCC (ethyl acetate hexane), [Si](C)(C)(C(C)(C)C)OC=1C=C(C2=C(C(OC[C@@H](C(N[C@@H](CSC2)C(=O)OC)=O)NC(=O)OC(C)(C)C)=O)C1C)O[Si](C)(C)C(C)(C)C (tert-butyl (4R, 7S)-12,14-bis (tert-butyldimethylsilyloxy)-1,3,4,5,6,7,8,10-octahydro-4-methoxycarbonyl-11-methyl-6, 10-dioxo-9, 2,5-benzooxathiaazacyclododecine-7-carbamate). The solvent is CO (methanol). Reaction conditions: time 30 minute. Product: OC=1C=C(C2=C(C(OC[C@@H](C(N[C@@H](CSC2)C(=O)OC)=O)NC(=O)OC(C)(C)C)=O)C1C)O (tert-butyl (4R,7S)-1,3,4,5,6,7,8,10-octahydro-12,14-dihydroxy-4-methoxycarbonyl-11-methyl-6,10-dioxo-9,2,5-benzoxathiaazacyclododecine-7-carbamate). RXN SMILES: CC1C=CC=CC=1C(O)=O.C(OCC)(=O)C.CCCCCC.[Si]([O:30][C:31]1[CH:32]=[C:33]([O:62][Si](C(C)(C)C)(C)C)[C:34]2[CH2:45][S:44][CH2:43][C@@H:42]([C:46]([O:48][CH3:49])=[O:47])[NH:41][C:40](=[O:50])[C@@H:39]([NH:51][C:52]([O:54][C:55]([CH3:58])([CH3:57])[CH3:56])=[O:53])[CH2:38][O:37][C:36](=[O:59])[C:35]=2[C:60]=1[CH3:61])(C(C)(C)C)(C)C.[F-].[NH4+]>CO>[OH:30][C:31]1[CH:32]=[C:33]([OH:62])[C:34]2[CH2:45][S:44][CH2:43][C@@H:42]([C:46]([O:48][CH3:49])=[O:47])[NH:41][C:40](=[O:50])[C@@H:39]([NH:51][C:52]([O:54][C:55]([CH3:56])([CH3:57])[CH3:58])=[O:53])[CH2:38][O:37][C:36](=[O:59])[C:35]=2[C:60]=1[CH3:61] |f:1.2,4.5|. Procedure details: 3,5-Bis (tert-butyldimethylsilyloxy)-6-[[[(R)-2-[(S)-1-tertbutoxyformamido)-3-hydroxypropionylamino]-2-methoxycarbonylethyl]thio]methyl]-2-methylbenzoic acid was lactonized in analogous manner to the procedure described in Example 1 to afford, upon chromatographic purification on silica gel using ethyl acetate/hexane (1: 3, v/v) as eluent, tert-butyl (4R, 7S)-12,14-bis (tert-butyldimethylsilyloxy)-1,3,4,5,6,7,8,10-octahydro-4-methoxycarbonyl-11-methyl-6, 10-dioxo-9, 2,5-benzooxathiaazacyclododec... Reactants: S(=O)(Cl)Cl (Thionyl chloride), C[C@H]1N([C@@H](CC1)C)CC1=C(C=CC(=C1)CO)C1=C(C=CC(=C1)OC)F ((2-(((2R,5R)-2,5-Dimethyl-1-pyrrolidinyl)methyl)-2′-fluoro-5′-(methyloxy)-1,1′-biphenyl-4-yl)methanol). The solvent is C(Cl)Cl (DCM). Run at time 1 hour. The product is ClCC1=CC(=C(C=C1)C1=C(C=CC(=C1)OC)F)CN1[C@@H](CC[C@H]1C)C ((2R,5R)-1-((4-(Chloromethyl)-2′-fluoro-5′-(methyloxy)-1,1′-biphenyl-2-yl)methyl)-2,5-dimethylpyrrolidine). Yield: 92.1%. As a reaction SMILES: S(Cl)([Cl:3])=O.[CH3:5][C@@H:6]1[CH2:10][CH2:9][C@@H:8]([CH3:11])[N:7]1[CH2:12][C:13]1[CH:18]=[C:17]([CH2:19]O)[CH:16]=[CH:15][C:14]=1[C:21]1[CH:26]=[C:25]([O:27][CH3:28])[CH:24]=[CH:23][C:22]=1[F:29]>C(Cl)Cl>[Cl:3][CH2:19][C:17]1[CH:16]=[CH:15][C:14]([C:21]2[CH:26]=[C:25]([O:27][CH3:28])[CH:24]=[CH:23][C:22]=2[F:29])=[C:13]([CH2:12][N:7]2[C@H:8]([CH3:11])[CH2:9][CH2:10][C@H:6]2[CH3:5])[CH:18]=1. Procedure: Thionyl chloride (0.25 g, 2.1 mmol) was added to a solution of 66.71B (0.029 g, 0.084 mmol) in DCM (0.7 mL) and the mixture was stirred at room temperature for 1 hour. After removing solvent, 66.71C (28 mg) was obtained. Starting materials: Brc1cnccc1-c1ccccc1, CCOC(C)=O, CC(C)(C)[O-], Cc1ccccc1, CCCCN1Cc2cc(N)ccc2C1=O, [Na+], O=C(C=Cc1ccccc1)C=Cc1ccccc1, O=C(C=Cc1ccccc1)C=Cc1ccccc1, O=C(C=Cc1ccccc1)C=Cc1ccccc1, O, [Pd], [Pd], c1ccc(P(c2ccccc2)c2ccc3ccccc3c2-c2c(P(c3ccccc3)c3ccccc3)ccc3ccccc23)cc1. Product: CCCCN1Cc2cc(Nc3cnccc3-c3ccccc3)ccc2C1=O. As a reaction SMILES: [Br:1][c:2]1[cH:3][n:4][cH:5][cH:6][c:7]1-[c:8]1[cH:9][cH:10][cH:11][cH:12][cH:13]1.[CH3:144][CH2:145][O:146][C:147](=[O:148])[CH3:149].[CH3:75][C:76]([CH3:77])([O-:78])[CH3:79].[CH3:81][c:82]1[cH:83][cH:84][cH:85][cH:86][cH:87]1.[NH2:60][c:61]1[cH:62][c:63]2[c:67]([cH:68][cH:69]1)[C:66](=[O:70])[N:65]([CH2:71][CH2:72][CH2:73][CH3:74])[CH2:64]2.[Na+:80].[O:108]=[C:109]([CH:110]=[CH:111][c:112]1[cH:113][cH:114][cH:115][cH:116][cH:117]1)[CH:118]=[CH:119][c:120]1[cH:121][cH:122][cH:123][cH:124][cH:125]1.[O:126]=[C:127]([CH:128]=[CH:129][c:130]1[cH:131][cH:132][cH:133][cH:134][cH:135]1)[CH:136]=[CH:137][c:138]1[cH:139][cH:140][cH:141][cH:142][cH:143]1.[O:90]=[C:91]([CH:92]=[CH:93][c:94]1[cH:95][cH:96][cH:97][cH:98][cH:99]1)[CH:100]=[CH:101][c:102]1[cH:103][cH:104][cH:105][cH:106][cH:107]1.[OH2:150].[Pd:88].[Pd:89].[c:14]1([P:15]([c:16]2[cH:17][cH:18][cH:19][cH:20][cH:21]2)[c:22]2[cH:23][cH:24][c:25]3[c:26]([cH:27][cH:28][cH:29][cH:30]3)[c:31]2-[c:32]2[c:33]3[c:34]([cH:35][cH:36][cH:37][cH:38]3)[cH:39][cH:40][c:41]2[P:42]([c:43]2[cH:44][cH:45][cH:46][cH:47][cH:48]2)[c:49]2[cH:50][cH:51][cH:52][cH:53][cH:54]2)[cH:55][cH:56][cH:57][cH:58][cH:59]1>>[c:2]1([NH:60][c:61]2[cH:62][c:63]3[c:67]([cH:68][cH:69]2)[C:66](=[O:70])[N:65]([CH2:71][CH2:72][CH2:73][CH3:74])[CH2:64]3)[cH:3][n:4][cH:5][cH:6][c:7]1-[c:8]1[cH:9][cH:10][cH:11][cH:12][cH:13]1. Starting materials: C[O-].[Na+] (sodium methylate), C(C)(=O)NC1=CC=CC2=C1C(C1=C(NC2=O)C=CC=C1)=O (10-acetamido-5,6-dihydro-11H-dibenzo(b,e)azepine-6,11-dione), O (water), CI (methyl iodide). Run in CO (methanol), CN(C=O)C (dimethylformamide). Conditions: time 30 minute. The product is C(C)(=O)NC1=CC=CC2=C1C(C1=C(N(C2=O)C)C=CC=C1)=O (10-acetamido-5-methyl-5,6-dihydro-11H-dibenzo(b,e)azepine-6,11-dione). Reaction SMILES: [C:1]([NH:4][C:5]1[C:10]2[C:11](=[O:21])[C:12]3[CH:20]=[CH:19][CH:18]=[CH:17][C:13]=3[NH:14][C:15](=[O:16])[C:9]=2[CH:8]=[CH:7][CH:6]=1)(=[O:3])[CH3:2].[CH3:22][O-].[Na+].CI.O>CN(C)C=O.CO>[C:1]([NH:4][C:5]1[C:10]2[C:11](=[O:21])[C:12]3[CH:20]=[CH:19][CH:18]=[CH:17][C:13]=3[N:14]([CH3:22])[C:15](=[O:16])[C:9]=2[CH:8]=[CH:7][CH:6]=1)(=[O:3])[CH3:2] |f:1.2|. Reported procedure: To 2 g 10-acetamido-5,6-dihydro-11H-dibenzo(b,e)azepine-6,11-dione suspended in 20 ml dimethylformamide are added 710 mg sodium methylate in 10 ml methanol. After keeping at ambient temperature for 30 minutes, 2.5 ml methyl iodide are added and the mixture then kept at ambient temperature for 24 hours. It is then poured into water, filtered, dried and crystallized from ethanol: yield 1.6 g, melting point 203°-204° C. The reactants are O=C([O-])O, CI, CN(C)C=O, [H-], [Na+], [Na+], Cc1nc(C)c(C(C)(O)c2ccoc2)o1. Yields the product COC(C)(c1ccoc1)c1oc(C)nc1C. Reaction SMILES: [C:20](=[O:21])([O-:22])[OH:23].[CH3:18][I:19].[CH3:25][N:26]([CH3:27])[CH:28]=[O:29].[H-:16].[Na+:17].[Na+:24].[o:1]1[cH:2][c:3]([C:6]([CH3:7])([OH:8])[c:9]2[c:10]([CH3:15])[n:11][c:12]([CH3:14])[o:13]2)[cH:4][cH:5]1>>[o:1]1[cH:2][c:3]([C:6]([CH3:7])([O:8][CH3:20])[c:9]2[c:10]([CH3:15])[n:11][c:12]([CH3:14])[o:13]2)[cH:4][cH:5]1. Reactants: C(C)(=O)N1N=CC2=C(C=CC=C12)OCC1CO1 (1-Acetyl-4-(2,3-epoxypropoxy)-indazole), N (ammonia), O (water), C(=O)=O (carbon dioxide). The solvent is C(Cl)Cl (methylene chloride). The product is O1C(COC2=C3C=NNC3=CC=C2)C1 (4-(2,3-Epoxypropoxy)-indazole). Reaction SMILES: C([N:4]1[C:12]2[C:7](=[C:8]([O:13][CH2:14][CH:15]3[O:17][CH2:16]3)[CH:9]=[CH:10][CH:11]=2)[CH:6]=[N:5]1)(=O)C.N.C(=O)=O.O>C(Cl)Cl>[O:17]1[CH2:16][CH:15]1[CH2:14][O:13][C:8]1[CH:9]=[CH:10][CH:11]=[C:12]2[C:7]=1[CH:6]=[N:5][NH:4]2. Reported procedure: 1-Acetyl-4-(2,3-epoxypropoxy)-indazole is stirred for 4 hours in a mixture of methylene chloride and liquid ammonia, using a solid carbon dioxide cooler. The reaction mixture is then evaporated in a vacuum to give a brownish oil which is pure enough for further reactions. By stirring with water, there is obtained a beige product which melts at about 60° C. (after melting, it again solidifies and then melts again at <260° C.). Starting materials: solution, O (water), COC(=O)N1CCC(CC1)C1=NNC2=CC(=CC=C12)Cl (4-(6-chloro-1H-indazol-3-yl)piperidine-1-carboxylic acid methyl ester), [H-].[Al+3].[Li+].[H-].[H-].[H-] (lithium aluminum hydride). The solvent is O1CCCC1 (tetrahydrofuran), O1CCCC1 (tetrahydrofuran). Yields the product ClC1=CC=C2C(=NNC2=C1)C1CCN(CC1)C (6-Chloro-3-(1-methyl-4-piperidinyl)-1H-indazole). Yield: 68.8%. Reaction SMILES: CO[C:3]([N:5]1[CH2:10][CH2:9][CH:8]([C:11]2[C:19]3[C:14](=[CH:15][C:16]([Cl:20])=[CH:17][CH:18]=3)[NH:13][N:12]=2)[CH2:7][CH2:6]1)=O.[H-].[Al+3].[Li+].[H-].[H-].[H-].O>O1CCCC1>[Cl:20][C:16]1[CH:15]=[C:14]2[C:19]([C:11]([CH:8]3[CH2:9][CH2:10][N:5]([CH3:3])[CH2:6][CH2:7]3)=[N:12][NH:13]2)=[CH:18][CH:17]=1 |f:1.2.3.4.5.6|. Reported procedure: To a stirred solution, under nitrogen, of 13.0 g of 4-(6-chloro-1H-indazol-3-yl)piperidine-1-carboxylic acid methyl ester in 150 ml of tetrahydrofuran was added, dropwise, 48 ml of a 1M solution of lithium aluminum hydride (0.048 mole) in tetrahydrofuran. The solution was stirred under reflux for 1 hr. The reaction mixture was cooled in an ice-salt bath and water was added slowly. The reaction mixture was filtered, the filter cake washed with tetrahydrofuran and methanol, and the filtrate was co...